Dataset: the Open Reaction Database (ORD), a public repository of structured organic reaction records. Task: describe an organic reaction: reactants, conditions, products, and yield Starting materials: BrC=1N=C(SC1C(=O)OCC)N1CCC(CC1)NC(=O)OC(C)(C)C (ethyl 4-bromo-2-{4-[(tert-butoxycarbonyl)amino]piperidin-1-yl}-1,3-thiazole-5-carboxylate), BrC=1N=C(SC1C(=O)OCC)N1CCC(CC1)NC(=O)OC(C)(C)C (ethyl 4-bromo-2-{4-[(tert-butoxycarbonyl)amino]piperidin-1-yl}-1,3-thiazole-5-carboxylate), tris(dibenzylidineaceetone)dipalladium(0), CN(C)C=O (DMF). The reagents and catalysts are [C-]#N.[C-]#N.[Zn+2] (Zn(CN)2), C1(=CC=CC=C1)P([C-]1C=CC=C1)C1=CC=CC=C1.[C-]1(C=CC=C1)P(C1=CC=CC=C1)C1=CC=CC=C1.[Fe+2] (1,1′-bis(diphenylphosphino) ferrocene). Product: C(C)(C)(C)OC(=O)NC1CCN(CC1)C=1SC(=C(N1)C#N)C(=O)OCC (Ethyl 2-{4-[(tert-butoxycarbonyl)amino]piperidin-1-yl}-4-cyano-1,3-thiazole-5-carboxylate). Reaction SMILES: Br[C:2]1[N:3]=[C:4]([N:12]2[CH2:17][CH2:16][CH:15]([NH:18][C:19]([O:21][C:22]([CH3:25])([CH3:24])[CH3:23])=[O:20])[CH2:14][CH2:13]2)[S:5][C:6]=1[C:7]([O:9][CH2:10][CH3:11])=[O:8].[CH3:26][N:27](C=O)C>[C-]#N.[C-]#N.[Zn+2].C1(P(C2C=CC=CC=2)[C-]2C=CC=C2)C=CC=CC=1.[C-]1(P(C2C=CC=CC=2)C2C=CC=CC=2)C=CC=C1.[Fe+2]>[C:22]([O:21][C:19]([NH:18][CH:15]1[CH2:16][CH2:17][N:12]([C:4]2[S:5][C:6]([C:7]([O:9][CH2:10][CH3:11])=[O:8])=[C:2]([C:26]#[N:27])[N:3]=2)[CH2:13][CH2:14]1)=[O:20])([CH3:25])([CH3:24])[CH3:23] |f:2.3.4,5.6.7|. Reported procedure: A solution of ethyl 4-bromo-2-{4-[(tert-butoxycarbonyl)amino]piperidin-1-yl}-1,3-thiazole-5-carboxylate (Intermediate 222) (1.3 g, 2.9 mmol), Zn(CN)2 (250 mg, 2.2 mmol), tris(dibenzylidineaceetone)dipalladium(0) (125 mg, 0.13 mmol) and 1,1′-bis(diphenylphosphino) ferrocene (151 mg, 13 mmol) in 20 ml DMF under argon was heated at 130° C. for 1 hour in a microwave reactor. Solvent was removed and the residue was taken up in EtOAc and washed with water and brine. Drying (MgSO4) and removal of solve... The reactants are C(C)(C)N(CC)C(C)C (diisopropylethylamine), CN(C1CN(C1)C(=O)[C@H]1N(C[C@H](C1)S)C(=O)OCC1=CC=C(C=C1)[N+](=O)[O-])C ((2S,4S)-2-(3-dimethylaminoazetidin-1-ylcarbonyl)-4-mercapto-1-(4-nitrobenzyloxycarbonyl)pyrrolidine), C1(=CC=CC=C1)P(=O)(C1=CC=CC=C1)OC=1[C@@H]([C@H]2N(C1C(=O)OCC1=CC=C(C=C1)[N+](=O)[O-])C([C@@H]2[C@@H](C)O)=O)C (4-nitrobenzyl (1R,5R,6S)-2-(diphenylphosphoryloxy)-6-[(1R)-1-hydroxyethyl]-1-methyl-1-carbapen-2-em-3-carboxylate). Run in C(C)#N (acetonitrile), C(C)#N (acetonitrile). Conditions: time 2 hour. Product: CN(C1CN(C1)C(=O)[C@H]1N(C[C@H](C1)SC=1[C@@H]([C@H]2N(C1C(=O)OCC1=CC=C(C=C1)[N+](=O)[O-])C([C@@H]2[C@@H](C)O)=O)C)C(=O)OCC2=CC=C(C=C2)[N+](=O)[O-])C (4-Nitrobenzyl (1R,5S,6S)-2-[(2S,4S)-2-(3-dimethylaminoazetidin-1-ylcarbonyl)-1-(4-nitrobenzyloxycarbonyl)pyrrolidin-4-ylthio]-6-[(1R)-1-hydroxyethyl]-1-methyl-1-carbapen-2-em-3-carboxylate). Isolated yield 64.2%. Reaction SMILES: [CH3:1][N:2]([CH3:28])[CH:3]1[CH2:6][N:5]([C:7]([C@@H:9]2[CH2:13][C@H:12]([SH:14])[CH2:11][N:10]2[C:15]([O:17][CH2:18][C:19]2[CH:24]=[CH:23][C:22]([N+:25]([O-:27])=[O:26])=[CH:21][CH:20]=2)=[O:16])=[O:8])[CH2:4]1.C(N(C(C)C)CC)(C)C.C1(P(O[C:53]2[C@H:54]([CH3:77])[C@@H:55]3[C@@H:72]([C@H:73]([OH:75])[CH3:74])[C:71](=[O:76])[N:56]3[C:57]=2[C:58]([O:60][CH2:61][C:62]2[CH:67]=[CH:66][C:65]([N+:68]([O-:70])=[O:69])=[CH:64][CH:63]=2)=[O:59])(C2C=CC=CC=2)=O)C=CC=CC=1>C(#N)C>[CH3:1][N:2]([CH3:28])[CH:3]1[CH2:4][N:5]([C:7]([C@@H:9]2[CH2:13][C@H:12]([S:14][C:53]3[C@H:54]([CH3:77])[C@@H:55]4[C@@H:72]([C@H:73]([OH:75])[CH3:74])[C:71](=[O:76])[N:56]4[C:57]=3[C:58]([O:60][CH2:61][C:62]3[CH:63]=[CH:64][C:65]([N+:68]([O-:70])=[O:69])=[CH:66][CH:67]=3)=[O:59])[CH2:11][N:10]2[C:15]([O:17][CH2:18][C:19]2[CH:24]=[CH:23][C:22]([N+:25]([O-:27])=[O:26])=[CH:21][CH:20]=2)=[O:16])=[O:8])[CH2:6]1. Reported procedure: A solution of 0.98 g of (2S,4S)-2-(3-dimethylaminoazetidin-1-ylcarbonyl)-4-mercapto-1-(4-nitrobenzyloxycarbonyl)pyrrolidine (prepared as described in Preparation 121) dissolved in 20 ml of dry acetonitrile and 0.418 ml of diisopropylethylamine were added dropwise at the same time, whilst ice-cooling, to a solution of 1.43 g of 4-nitrobenzyl (1R,5R,6S)-2-(diphenylphosphoryloxy)-6-[(1R)-1-hydroxyethyl]-1-methyl-1-carbapen-2-em-3-carboxylate (prepared as described in Preparation 123) in 25 ml of dr... Reactants: NC(=O)c1cc(OCCN(Cc2ccccc2)CC(O)COc2ccc(-c3nccs3)cc2)ccc1O, CC(=O)O, O=C(O)C(F)(F)F. Product: NC(=O)c1cc(OCCNCC(O)COc2ccc(-c3nccs3)cc2)ccc1O. Reaction SMILES: [CH2:1]([c:2]1[cH:3][cH:4][cH:5][cH:6][cH:7]1)[N:8]([CH2:9][CH:10]([CH2:11][O:12][c:13]1[cH:14][cH:15][c:16](-[c:19]2[s:20][cH:21][cH:22][n:23]2)[cH:17][cH:18]1)[OH:24])[CH2:25][CH2:26][O:27][c:28]1[cH:29][c:30]([C:35]([NH2:36])=[O:37])[c:31]([OH:34])[cH:32][cH:33]1.[CH3:38][C:39](=[O:40])[OH:41].[OH:42][C:43]([C:44]([F:45])([F:46])[F:47])=[O:48]>>[NH:8]([CH2:9][CH:10]([CH2:11][O:12][c:13]1[cH:14][cH:15][c:16](-[c:19]2[s:20][cH:21][cH:22][n:23]2)[cH:17][cH:18]1)[OH:24])[CH2:25][CH2:26][O:27][c:28]1[cH:29][c:30]([C:35]([NH2:36])=[O:37])[c:31]([OH:34])[cH:32][cH:33]1. Starting materials: C1COCCO1, COC(=O)c1nccn2cc(-c3ccc(F)cc3)nc12, [Li+], [OH-], O, O. Yields the product O=C(O)c1nccn2cc(-c3ccc(F)cc3)nc12. Reaction SMILES: [CH2:25]1[O:26][CH2:27][CH2:28][O:29][CH2:30]1.[F:1][c:2]1[cH:3][cH:4][c:5](-[c:8]2[n:9][c:10]3[n:11]([cH:12][cH:13][n:14][c:15]3[C:16](=[O:17])[O:18][CH3:19])[cH:20]2)[cH:6][cH:7]1.[Li+:24].[OH-:23].[OH2:21].[OH2:22]>>[F:1][c:2]1[cH:3][cH:4][c:5](-[c:8]2[n:9][c:10]3[n:11]([cH:12][cH:13][n:14][c:15]3[C:16](=[O:17])[OH:18])[cH:20]2)[cH:6][cH:7]1. The reactants are Br, O=C([O-])[O-], CCCCCI, COc1cccc(CCNCCc2ccccc2)c1, CC(C)=O, [K+], [K+]. Product: CCCCCN(CCc1ccccc1)CCc1cccc(OC)c1. RXN SMILES: [BrH:1].[C:27](=[O:28])([O-:29])[O-:30].[CH2:21]([CH2:22][CH2:23][CH2:24][CH3:25])[I:26].[CH2:2]([CH2:3][c:4]1[cH:5][cH:6][cH:7][cH:8][cH:9]1)[NH:10][CH2:11][CH2:12][c:13]1[cH:14][c:15]([O:19][CH3:20])[cH:16][cH:17][cH:18]1.[CH3:33][C:34](=[O:35])[CH3:36].[K+:31].[K+:32]>>[CH2:2]([CH2:3][c:4]1[cH:5][cH:6][cH:7][cH:8][cH:9]1)[N:10]([CH2:11][CH2:12][c:13]1[cH:14][c:15]([O:19][CH3:20])[cH:16][cH:17][cH:18]1)[CH2:21][CH2:22][CH2:23][CH2:24][CH3:25]. Reactants: COC(=O)c1ccc(C(C)NC(=O)c2cc(Cl)cnc2Cl)cc1, Oc1cccc(Cl)c1F. The product is COC(=O)c1ccc(C(C)NC(=O)c2cc(Cl)cnc2Oc2cccc(Cl)c2F)cc1. RXN SMILES: [Cl:1][c:2]1[n:3][cH:4][c:5]([Cl:23])[cH:6][c:7]1[C:8](=[O:9])[NH:10][CH:11]([CH3:12])[c:13]1[cH:14][cH:15][c:16]([C:17](=[O:18])[O:19][CH3:20])[cH:21][cH:22]1.[Cl:24][c:25]1[c:26]([F:32])[c:27]([OH:31])[cH:28][cH:29][cH:30]1>>[c:2]1([O:31][c:27]2[c:26]([F:32])[c:25]([Cl:24])[cH:30][cH:29][cH:28]2)[n:3][cH:4][c:5]([Cl:23])[cH:6][c:7]1[C:8](=[O:9])[NH:10][CH:11]([CH3:12])[c:13]1[cH:14][cH:15][c:16]([C:17](=[O:18])[O:19][CH3:20])[cH:21][cH:22]1. Reactants: BrCc1cc(-c2ccccc2)no1, c1ccc2c(c1)CCNC2, CCOC(C)=O, CCCCCC. The product is c1ccc(-c2cc(CN3CCc4ccccc4C3)on2)cc1. RXN SMILES: [Br:11][CH2:12][c:13]1[cH:14][c:15](-[c:18]2[cH:19][cH:20][cH:21][cH:22][cH:23]2)[n:16][o:17]1.[CH2:1]1[NH:2][CH2:3][CH2:4][c:5]2[cH:6][cH:7][cH:8][cH:9][c:10]21.[CH3:24][CH2:25][O:26][C:27]([CH3:28])=[O:29].[CH3:30][CH2:31][CH2:32][CH2:33][CH2:34][CH3:35]>>[CH2:1]1[N:2]([CH2:12][c:13]2[cH:14][c:15](-[c:18]3[cH:19][cH:20][cH:21][cH:22][cH:23]3)[n:16][o:17]2)[CH2:3][CH2:4][c:5]2[cH:6][cH:7][cH:8][cH:9][c:10]21.